Dataset: the Open Reaction Database (ORD), a public repository of structured organic reaction records. Task: describe an organic reaction: reactants, conditions, products, and yield Reactants: N1(CCCC1)CCS(=O)(=O)N1CCC(CC1)C1=CNC2=C(C=C(C=C12)C1=CSC=C1)C(=O)N (3-(1-{[2-(1-pyrrolidinyl)ethyl]sulfonyl}-4-piperidinyl)-5-(3-thienyl)-1H-indole-7-carboxamide), BrC=1C=C2C(=CNC2=C(C1)C(=O)N)C1CCN(CC1)S(=O)(=O)CCCN(C)C (5-bromo-3-(1-{[3-(dimethylamino)propyl]sulfonyl}-4-piperidinyl)-1H-indole-7-carboxamide), OCC=1C=C(C=CC1)B(O)O ([3-(hydroxymethyl)phenyl]boronic acid), C([O-])([O-])=O.[Cs+].[Cs+] (cesium carbonate). The reagents and catalysts are C=1C=CC(=CC1)[P](C=2C=CC=CC2)(C=3C=CC=CC3)[Pd]([P](C=4C=CC=CC4)(C=5C=CC=CC5)C=6C=CC=CC6)([P](C=7C=CC=CC7)(C=8C=CC=CC8)C=9C=CC=CC9)[P](C=1C=CC=CC1)(C=1C=CC=CC1)C=1C=CC=CC1 (Pd(PPh3)4). Product: CN(CCCS(=O)(=O)N1CCC(CC1)C1=CNC2=C(C=C(C=C12)C1=CC(=CC=C1)CO)C(=O)N)C (3-(1-{[3-(dimethylamino)propyl]sulfonyl}-4-piperidinyl)-5-[3-(hydroxymethyl)phenyl]-1H-indole-7-carboxamide). As a reaction SMILES: N1(CCS(N2CCC(C3[C:25]4[C:20](=[C:21]([C:31](N)=[O:32])[CH:22]=[C:23](C5C=CSC=5)[CH:24]=4)NC=3)CC2)(=O)=O)CCCC1.Br[C:35]1[CH:36]=[C:37]2[C:41](=[C:42]([C:44]([NH2:46])=[O:45])[CH:43]=1)[NH:40][CH:39]=[C:38]2[CH:47]1[CH2:52][CH2:51][N:50]([S:53]([CH2:56][CH2:57][CH2:58][N:59]([CH3:61])[CH3:60])(=[O:55])=[O:54])[CH2:49][CH2:48]1.OCC1C=C(B(O)O)C=CC=1.C(=O)([O-])[O-].[Cs+].[Cs+]>C1C=CC([P]([Pd]([P](C2C=CC=CC=2)(C2C=CC=CC=2)C2C=CC=CC=2)([P](C2C=CC=CC=2)(C2C=CC=CC=2)C2C=CC=CC=2)[P](C2C=CC=CC=2)(C2C=CC=CC=2)C2C=CC=CC=2)(C2C=CC=CC=2)C2C=CC=CC=2)=CC=1>[CH3:60][N:59]([CH3:61])[CH2:58][CH2:57][CH2:56][S:53]([N:50]1[CH2:49][CH2:48][CH:47]([C:38]2[C:37]3[C:41](=[C:42]([C:44]([NH2:46])=[O:45])[CH:43]=[C:35]([C:25]4[CH:24]=[CH:23][CH:22]=[C:21]([CH2:31][OH:32])[CH:20]=4)[CH:36]=3)[NH:40][CH:39]=2)[CH2:52][CH2:51]1)(=[O:55])=[O:54] |f:3.4.5,^1:82,84,103,122|. Reported procedure: The title compound was prepared following the general procedure described in intermediate 16. Thus, 5-bromo-3-(1-{[3-(dimethylamino)propyl]sulfonyl}-4-piperidinyl)-1H-indole-7-carboxamide (150 mg, 0.32 mmol), [3-(hydroxymethyl)phenyl]boronic acid (195 mg, 1.27 mmol), Pd(PPh3)4 (31 mg, 10%) and cesium carbonate (220 mg, 0.64 mmol) were reacted to form the desired product which was purified by reverse phase HPLC eluting with 10% B to 80% B, where A=H2O (0.1% trifluoroacetic acid) and B=CH3CN (0.1%... The reactants are OO (hydrogen peroxide), C(C)(=O)OC(C)=O (acetic anhydride), NC1=NC(=CC(=N1)Cl)N (2,6-diamino-4-chloropyrimidine). Run in O1CCCC1 (tetrahydrofuran). Reaction conditions: temperature 40 celsius. The product is NC1=CC(=NC(N1OC(C)=O)=N)Cl (6-amino-1,2-dihydro-1-acetoxy-2-imino-4-chloropyrimidine). Yield: 11.0%. Reaction SMILES: [NH2:1][C:2]1[N:7]=[C:6]([Cl:8])[CH:5]=[C:4]([NH2:9])[N:3]=1.OO.[C:12]([O:15]C(=O)C)(=[O:14])[CH3:13]>O1CCCC1>[NH2:9][C:4]1[N:3]([O:15][C:12](=[O:14])[CH3:13])[C:2](=[NH:1])[N:7]=[C:6]([Cl:8])[CH:5]=1. Reported procedure: 5 g (0.035 mole) of 2,6-diamino-4-chloropyrimidine are dissolved in 50 ml of anhydrous tetrahydrofuran. 7 ml of a 70% aqueous hydrogen peroxide solution and 16 ml of acetic anhydride are added dropwise while stirring at a temperature of 40° C. in half an hour. The mixture is stirred at 60° C. for further two hours. After evaporating the tetrahydrofuran 50 ml of water are added to the residue, then it is kept in a refrigerator for a night. Thus 4.00 g (57%) of the aimed compound separate. Further...